This data is from the Open Reaction Database (ORD), a public repository of structured organic reaction records. The task is: describe an organic reaction: reactants, conditions, products, and yield The reactants are F[B-](F)(F)F, CCCCN1CCN(c2ccc(Br)cc2C2CCC(C)(C)CC2)CC1, CC(C)(C)[PH+](C(C)(C)C)C(C)(C)C, COC1CCCNC1, Cl, [K+], [K+], [K+], CC(=O)[O-], CC(=O)[O-], O=P([O-])([O-])[O-], [Pd+2], Cc1ccccc1C. The product is CCCCN1CCN(c2ccc(N3CCCC(OC)C3)cc2C2CCC(C)(C)CC2)CC1. As a reaction SMILES: [B-:43]([F:44])([F:45])([F:46])[F:47].[Br:1][c:2]1[cH:3][c:4]([CH:18]2[CH2:19][CH2:20][C:21]([CH3:24])([CH3:25])[CH2:22][CH2:23]2)[c:5]([N:8]2[CH2:9][CH2:10][N:11]([CH2:14][CH2:15][CH2:16][CH3:17])[CH2:12][CH2:13]2)[cH:6][cH:7]1.[C:48]([PH+:49]([C:50]([CH3:51])([CH3:52])[CH3:53])[C:54]([CH3:55])([CH3:56])[CH3:57])([CH3:58])([CH3:59])[CH3:60].[CH3:27][O:28][CH:29]1[CH2:30][NH:31][CH2:32][CH2:33][CH2:34]1.[ClH:26].[K+:40].[K+:41].[K+:42].[O-:62][C:63]([CH3:64])=[O:65].[O-:66][C:67]([CH3:68])=[O:69].[P:35]([O-:36])([O-:37])([O-:38])=[O:39].[Pd+2:61].[c:70]1([CH3:71])[c:72]([CH3:73])[cH:74][cH:75][cH:76][cH:77]1>>[c:2]1([N:31]2[CH2:30][CH:29]([O:28][CH3:27])[CH2:34][CH2:33][CH2:32]2)[cH:3][c:4]([CH:18]2[CH2:19][CH2:20][C:21]([CH3:24])([CH3:25])[CH2:22][CH2:23]2)[c:5]([N:8]2[CH2:9][CH2:10][N:11]([CH2:14][CH2:15][CH2:16][CH3:17])[CH2:12][CH2:13]2)[cH:6][cH:7]1. Starting materials: CC1(C(CC(C1)C)=O)C (2,2,4-trimethylcyclopentanone), CC1C(CC(C1)(C)C)=O (2,4,4-trimethylcyclopentanone), S(=O)(=O)([O-])[O-].[NH4+].[NH4+] (ammonium sulfate), CN (methylamine), ClCC(=O)Cl (chloroacetyl chloride), CN(C)C (trimethylamine), CC1C=C(C(C1)(C)C)N(C(CCl)=O)C (N-(3,5,5-trimethylcyclopenten-1-yl)-N-methyl-α-chloroacetamide), CC1(C=C(C(C1)C)N(C(CCl)=O)C)C (N-(3,3,5-trimethylcyclopenten-1-yl)-N-methyl-α-chloroacetamide). Solvent: C1=CC=CC=C1 (benzene). Product: CC1=C(CC(C1)(C)C)N(C(CCl)=O)C (N-(2,4,4-trimethylcyclopenten-1-yl)-N-methyl-α-chloroacetamide). RXN SMILES: CC1(C)CC(C)CC1=O.CC1CC(C)(C)CC1=O.S([O-])([O-])(=O)=O.[NH4+].[NH4+].CN.ClCC(Cl)=O.CN(C)C.[CH3:37][C:38]1([CH3:50])[CH2:42][CH:41]([CH3:43])[C:40]([N:44]([CH3:49])[C:45](=[O:48])[CH2:46][Cl:47])=[CH:39]1.CC1CC(C)(C)C(N(C)C(=O)CCl)=C1>C1C=CC=CC=1>[CH3:43][C:41]1[CH2:42][C:38]([CH3:37])([CH3:50])[CH2:39][C:40]=1[N:44]([CH3:49])[C:45](=[O:48])[CH2:46][Cl:47] |f:2.3.4|. Procedure: By the same procedure as in Example 1 using a mixture comprising 2,2,4-trimethylcyclopentanone and 2,4,4-trimethylcyclopentanone (about 1:1) (25.2 parts by weight) in 150 milliliters of benzene, one part by weight of ammonium sulfate and 6.2 parts by weight of methylamine, further reacted with 22.6 parts by weight of chloroacetyl chloride and 24.6 parts by weight of trimethylamine, a mixture of isomers consisting of N-(3,3,5-trimethylcyclopenten-1-yl)-N-methyl-α-chloroacetamide, N-(3,5,5-trimeth... The reactants are [OH-].[Na+] (sodium hydroxide), N1=CC(=CC=C1)C1=CC=NC=2N1N=CC2 (7-(3-pyridyl)pyrazolo[1,5-a]-pyrimidine), ice, CN(C=O)C (N,N-dimethylformamide), P(=O)(Cl)(Cl)Cl (phosphorus oxychloride). Yields the product N1=CC(=CC=C1)C1=CC=NC=2N1N=CC2C=O (7-(3-Pyridyl)pyrazolo[1,5-a]-pyrimidine-3-carboxaldehyde). As a reaction SMILES: [N:1]1[CH:6]=[CH:5][CH:4]=[C:3]([C:7]2[N:12]3[N:13]=[CH:14][CH:15]=[C:11]3[N:10]=[CH:9][CH:8]=2)[CH:2]=1.P(Cl)(Cl)(Cl)=O.[OH-].[Na+].CN(C)[CH:25]=[O:26]>>[N:1]1[CH:6]=[CH:5][CH:4]=[C:3]([C:7]2[N:12]3[N:13]=[CH:14][C:15]([CH:25]=[O:26])=[C:11]3[N:10]=[CH:9][CH:8]=2)[CH:2]=1 |f:2.3|. Reported procedure: A 1.0 g. sample of 7-(3-pyridyl)pyrazolo[1,5-a]-pyrimidine is added to an ice cold solution of 1.0 ml. of phosphorus oxychloride in 3 ml. of N,N-dimethylformamide. The reaction mixture is heated on a steam bath for 3 hours and poured into ice. The mixture is made basic with a solution of sodium hydroxide and extracted into dichloromethane. The dichloromethane solution is washed with water and passed through a column of hydrous magnesium silicate. The eluent is concentrated and diluted with hexan...